The task is: describe an organic reaction: reactants, conditions, products, and yield. This data is from the Open Reaction Database (ORD), a public repository of structured organic reaction records. The reactants are CC(C)(C)C(=O)Oc1ccc(Cn2nccn2)cc1Cl, CCO, [Na+], [OH-]. Yields the product Oc1ccc(Cn2nccn2)cc1Cl. Reaction SMILES: [CH3:1][C:2]([CH3:3])([CH3:4])[C:19]([O:5][c:6]1[c:7]([Cl:18])[cH:8][c:9]([CH2:12][n:13]2[n:14][cH:15][cH:16][n:17]2)[cH:10][cH:11]1)=[O:20].[CH3:23][CH2:24][OH:25].[Na+:22].[OH-:21]>>[OH:5][c:6]1[c:7]([Cl:18])[cH:8][c:9]([CH2:12][n:13]2[n:14][cH:15][cH:16][n:17]2)[cH:10][cH:11]1. The reactants are BrCCBr, ClCCl, [NH2-], [Na], O, N#CCc1ccncc1. Product: N#CC1(c2ccncc2)CC1. As a reaction SMILES: [Br:12][CH2:13][CH2:14][Br:15].[Cl:17][CH2:18][Cl:19].[NH2-:11].[Na:10].[OH2:16].[n:1]1[cH:2][cH:3][c:4]([CH2:7][C:8]#[N:9])[cH:5][cH:6]1>>[n:1]1[cH:2][cH:3][c:4]([C:7]2([C:8]#[N:9])[CH2:13][CH2:14]2)[cH:5][cH:6]1.